This data is from the Open Reaction Database (ORD), a public repository of structured organic reaction records. The task is: describe an organic reaction: reactants, conditions, products, and yield Starting materials: C1CN1, CCOC(C)=O, O=C(NCC(O)CO)c1cc([N+](=O)[O-])cc([N+](=O)[O-])c1Cl. The product is O=C(NCC(O)CO)c1cc([N+](=O)[O-])cc([N+](=O)[O-])c1N1CC1. RXN SMILES: [CH2:22]1[CH2:23][NH:24]1.[CH3:25][CH2:26][O:27][C:28]([CH3:29])=[O:30].[Cl:1][c:2]1[c:3]([C:4](=[O:5])[NH:6][CH2:7][CH:8]([CH2:9][OH:10])[OH:11])[cH:12][c:13]([N+:19](=[O:20])[O-:21])[cH:14][c:15]1[N+:16](=[O:17])[O-:18]>>[c:2]1([N:24]2[CH2:22][CH2:23]2)[c:3]([C:4](=[O:5])[NH:6][CH2:7][CH:8]([CH2:9][OH:10])[OH:11])[cH:12][c:13]([N+:19](=[O:20])[O-:21])[cH:14][c:15]1[N+:16](=[O:17])[O-:18]. The reactants are CS(=O)(=O)Cl (Methanesulfonyl chloride), COC=1N=NC=CC1C(C[C@@H](C1=C(C=CC=C1)C)C1=CC=C(C=C1)C1CCNCC1)=O ((R)-1-(3-methoxypyridazin-4-yl)-3-(4-(piperidin-4-yl)phenyl)-3-o-tolylpropan-1-one), C(C)(C)N(C(C)C)CC (N,N-diisopropylethylamine). Solvent: ClCCl (dichlormethane). Product: COC=1N=NC=CC1C(C[C@@H](C1=C(C=CC=C1)C)C1=CC=C(C=C1)C1CCN(CC1)S(=O)(=O)C)=O ((R)-1-(3-Methoxypyridazin-4-yl)-3-(4-(1-(methylsulfonyl)piperidin-4-yl)phenyl)-3-o-tolylpropan-1-one). The yield is 78.9%. Reaction SMILES: [CH3:1][S:2](Cl)(=[O:4])=[O:3].[CH3:6][O:7][C:8]1[N:9]=[N:10][CH:11]=[CH:12][C:13]=1[C:14](=[O:36])[CH2:15][C@H:16]([C:24]1[CH:29]=[CH:28][C:27]([CH:30]2[CH2:35][CH2:34][NH:33][CH2:32][CH2:31]2)=[CH:26][CH:25]=1)[C:17]1[CH:22]=[CH:21][CH:20]=[CH:19][C:18]=1[CH3:23].C(N(CC)C(C)C)(C)C>ClCCl>[CH3:6][O:7][C:8]1[N:9]=[N:10][CH:11]=[CH:12][C:13]=1[C:14](=[O:36])[CH2:15][C@H:16]([C:24]1[CH:25]=[CH:26][C:27]([CH:30]2[CH2:31][CH2:32][N:33]([S:2]([CH3:1])(=[O:4])=[O:3])[CH2:34][CH2:35]2)=[CH:28][CH:29]=1)[C:17]1[CH:22]=[CH:21][CH:20]=[CH:19][C:18]=1[CH3:23]. Procedure: Methanesulfonyl chloride (35 mg, 0.31 mmol) was added at 0° C. to a solution of (R)-1-(3-methoxypyridazin-4-yl)-3-(4-(piperidin-4-yl)phenyl)-3-o-tolylpropan-1-one (64 mg, 154 μmol) and N,N-diisopropylethylamine (79.6 mg, 0.62 mmol) in dichlormethane (2.5 mL). The ice bath was removed, then after 1 h the reaction mixture was partitioned between sat. aq. ammonium chloride solution and ethyl acetate. The organic layer was washed with brine, dried over magnesium sulfate, filtered, and evaporated. Ch... Reactants: CC(C)(C)OC(=O)N1CCNCC1, O=C([O-])[O-], CCOC(C)=O, CCOCC, [Cs+], [Cs+], CS(=O)(=O)OCCc1ccncc1F, [I-], [K+], [K+], [Na+], O=C([O-])[O-], CN(C)C=O, O. Product: CC(C)(C)OC(=O)N1CCN(CCc2ccncc2F)CC1. As a reaction SMILES: [C:15](=[O:16])([O:17][C:18]([CH3:19])([CH3:20])[CH3:21])[N:22]1[CH2:23][CH2:24][NH:25][CH2:26][CH2:27]1.[C:36](=[O:37])([O-:38])[O-:39].[CH3:48][CH2:49][O:50][C:51](=[O:52])[CH3:53].[CH3:54][CH2:55][O:56][CH2:57][CH3:58].[Cs+:40].[Cs+:41].[F:1][c:2]1[cH:3][n:4][cH:5][cH:6][c:7]1[CH2:8][CH2:9][O:10][S:11]([CH3:12])(=[O:13])=[O:14].[I-:34].[K+:28].[K+:29].[Na+:35].[O-:30][C:31]([O-:32])=[O:33].[O:42]=[CH:43][N:44]([CH3:45])[CH3:46].[OH2:47]>>[F:1][c:2]1[cH:3][n:4][cH:5][cH:6][c:7]1[CH2:8][CH2:9][N:25]1[CH2:24][CH2:23][N:22]([C:15](=[O:16])[O:17][C:18]([CH3:19])([CH3:20])[CH3:21])[CH2:27][CH2:26]1.